Dataset: the Open Reaction Database (ORD), a public repository of structured organic reaction records. Task: describe an organic reaction: reactants, conditions, products, and yield The product is CC(C)(C)OC(=O)NC1CCN(c2cc(C(N)=NO)cc(Cl)n2)CC1. As a reaction SMILES: [CH3:27][OH:28].[Cl:1][c:2]1[cH:3][c:4]([C:22]#[N:23])[cH:5][c:6]([N:8]2[CH2:9][CH2:10][CH:11]([NH:14][C:15]([O:16][C:17]([CH3:18])([CH3:19])[CH3:20])=[O:21])[CH2:12][CH2:13]2)[n:7]1.[ClH:24].[NH2:25][OH:26]>>[Cl:1][c:2]1[cH:3][c:4]([C:22]([NH2:23])=[N:25][OH:26])[cH:5][c:6]([N:8]2[CH2:9][CH2:10][CH:11]([NH:14][C:15]([O:16][C:17]([CH3:18])([CH3:19])[CH3:20])=[O:21])[CH2:12][CH2:13]2)[n:7]1. The reactants are CO, CC(C)(C)OC(=O)NC1CCN(c2cc(C#N)cc(Cl)n2)CC1, Cl, NO. Starting materials: FC1=C(C(=CC=C1)F)N1C(NCC2=C1N=C(N=C2C=2C=C(C(=O)NC)C=CC2C)S(=O)(=O)C)=O (3-[8-(2,6-difluorophenyl)-2-(methylsulfonyl)-7-oxo-5,6,7,8-tetrahydropyrimido[4,5-d]pyrimidin-4-yl]-N,4-dimethylbenzamide), N1(CCCCC1)C1CCNCC1 (1,4′-bipiperidine). The solvent is C1CCOC1 (THF). Conditions: time 4 day. Product: [NH4+].[OH-] (NH4OH), N1(CCCCC1)C1CCN(CC1)C=1N=C(C2=C(N(C(NC2)=O)C2=C(C=CC=C2F)F)N1)C=1C=C(C(=O)NC)C=CC1C (3-[2-(1,4′-bipiperidin-1′-yl)-8-(2,6-difluorophenyl)-7-oxo-5,6,7,8-tetrahydropyrimido[4,5-d]pyrimidin-4-yl]-N,4-dimethylbenzamide). RXN SMILES: [F:1][C:2]1[CH:7]=[CH:6][CH:5]=[C:4]([F:8])[C:3]=1[N:9]1[C:14]2[N:15]=[C:16](S(C)(=O)=O)[N:17]=[C:18]([C:19]3[CH:20]=[C:21]([CH:26]=[CH:27][C:28]=3[CH3:29])[C:22]([NH:24][CH3:25])=[O:23])[C:13]=2[CH2:12][NH:11][C:10]1=[O:34].[N:35]1([CH:41]2[CH2:46][CH2:45][NH:44][CH2:43][CH2:42]2)[CH2:40][CH2:39][CH2:38][CH2:37][CH2:36]1>C1COCC1>[NH4+:9].[OH-:23].[N:35]1([CH:41]2[CH2:46][CH2:45][N:44]([C:16]3[N:17]=[C:18]([C:19]4[CH:20]=[C:21]([CH:26]=[CH:27][C:28]=4[CH3:29])[C:22]([NH:24][CH3:25])=[O:23])[C:13]4[CH2:12][NH:11][C:10](=[O:34])[N:9]([C:3]5[C:2]([F:1])=[CH:7][CH:6]=[CH:5][C:4]=5[F:8])[C:14]=4[N:15]=3)[CH2:43][CH2:42]2)[CH2:40][CH2:39][CH2:38][CH2:37][CH2:36]1 |f:3.4|. Procedure: 3-[8-(2,6-difluorophenyl)-2-(methylsulfonyl)-7-oxo-5,6,7,8-tetrahydropyrimido[4,5-d]pyrimidin-4-yl]-N,4-dimethylbenzamide (0.015 g, 0.031 mmol) was dissolved in THF (5 mL) and 1,4′-bipiperidine (0.026 g, 0.155 mmol) was added. The reaction mixture was stirred at room temperature for 4 days. The solvents were pumped off in vacuo, and the residue was flash chromatographed on silica gel (10 g) eluted with CH2Cl2 to 6:0.5:0.05, CH2Cl2:ethanol:NH4OH to give the title compound as a white amorphous sol... Reactants: CCN1C(=O)N(c2cc(OC)cc(OC)c2)Cc2cnc(S(C)=O)nc21, CN1CCN(CCCCCN)CC1. The product is CCN1C(=O)N(c2cc(OC)cc(OC)c2)Cc2cnc(NCCCCCN3CCN(C)CC3)nc21. As a reaction SMILES: [CH3:1][O:2][c:3]1[cH:4][c:5]([N:11]2[C:12](=[O:26])[N:13]([CH2:24][CH3:25])[c:14]3[n:15][c:16]([S:21]([CH3:22])=[O:23])[n:17][cH:18][c:19]3[CH2:20]2)[cH:6][c:7]([O:9][CH3:10])[cH:8]1.[CH3:27][N:28]1[CH2:29][CH2:30][N:31]([CH2:34][CH2:35][CH2:36][CH2:37][CH2:38][NH2:39])[CH2:32][CH2:33]1>>[CH3:1][O:2][c:3]1[cH:4][c:5]([N:11]2[C:12](=[O:26])[N:13]([CH2:24][CH3:25])[c:14]3[n:15][c:16]([NH:39][CH2:38][CH2:37][CH2:36][CH2:35][CH2:34][N:31]4[CH2:30][CH2:29][N:28]([CH3:27])[CH2:33][CH2:32]4)[n:17][cH:18][c:19]3[CH2:20]2)[cH:6][c:7]([O:9][CH3:10])[cH:8]1. Reaction SMILES: [O:1]1[C:5]2[CH:6]=[CH:7][CH:8]=[CH:9][C:4]=2[N:3]=[CH:2]1.C([Li])CCC.Br[C:16]1[CH:24]=[CH:23][C:19]([CH2:20][C:21]#[N:22])=[C:18]([F:25])[CH:17]=1>C1COCC1.[Cl-].[Cl-].[Zn+2].[Pd].Cl[Pd](Cl)([P](C1C=CC=CC=1)(C1C=CC=CC=1)C1C=CC=CC=1)[P](C1C=CC=CC=1)(C1C=CC=CC=1)C1C=CC=CC=1>[O:1]1[C:5]2[CH:6]=[CH:7][CH:8]=[CH:9][C:4]=2[N:3]=[C:2]1[C:16]1[CH:24]=[CH:23][C:19]([CH2:20][C:21]#[N:22])=[C:18]([F:25])[CH:17]=1 |f:4.5.6,^1:37,56|. The reactants are C(CCC)[Li] (n-Butyllithium), O1C=NC2=C1C=CC=C2 (benzoxazole), C(CCC)[Li] (n-Butyllithium), BrC1=CC(=C(CC#N)C=C1)F (4-bromo-2-fluoro benzyl cyanide). Conditions: temperature -78 celsius, time 15 minute. The product is O1C(=NC2=C1C=CC=C2)C2=CC(=C(C=C2)CC#N)F ([4-(1,3-benzoxazol-2-yl)-2-fluorophenyl]acetonitrile). Procedure: To a stirred solution of benzoxazole (153 mg, 1.3 mmol) in 5 mL THF at −78° C., was added n-Butyllithium (640 μL, 2.5M in hexanes, 1.6 mmol). The reaction mixture was stirred for 15 min at −78° C. and ZnCl2 (3.9 mL, 1.0M solution in Et2O, 3.9 mmol) was added via a syringe. The reaction was then warmed to 0° C. for 1 h and a solution of 4-bromo-2-fluoro benzyl cyanide (214 mg, 1.0 mmol) in THF (2 mL) was added, along with Pd (a fine suspension prepared as follows: 200 μL n-Butyllithium, 2.5M in h... Solvent: hexanes, C1CCOC1 (THF), C1CCOC1 (THF), C1CCOC1 (THF). The reagents and catalysts are Cl[Pd]([P](C1=CC=CC=C1)(C2=CC=CC=C2)C3=CC=CC=C3)([P](C4=CC=CC=C4)(C5=CC=CC=C5)C6=CC=CC=C6)Cl (PdCl2(PPh3)2), [Pd] (Pd), [Cl-].[Cl-].[Zn+2] (ZnCl2). Starting materials: ClC=1C=C(C(=O)N2CCC=CC2)C=CC1O (1-(3-chloro-4-hydroxybenzoyl)-1,2,3,6-tetrahydropyridine), [H-].[Al+3].[Li+].[H-].[H-].[H-] (lithium aluminium hydride), [OH-].[Na+] (sodium hydroxide), O (water), O (Water). The solvent is O1CCCC1 (tetrahydrofuran), O1CCCC1 (tetrahydrofuran). Reaction conditions: temperature 5 celsius, time 1 hour. Product: Cl.ClC=1C=C(CN2CCC=CC2)C=CC1O (1-(3-chloro-4-hydroxybenzyl)-1,2,3,6-tetrahydropyridine hydrochloride). Isolated yield 88.7%. As a reaction SMILES: [Cl:1][C:2]1[CH:3]=[C:4]([CH:13]=[CH:14][C:15]=1[OH:16])[C:5]([N:7]1[CH2:12][CH:11]=[CH:10][CH2:9][CH2:8]1)=O.[H-].[Al+3].[Li+].[H-].[H-].[H-].O.[OH-].[Na+]>O1CCCC1>[ClH:1].[Cl:1][C:2]1[CH:3]=[C:4]([CH:13]=[CH:14][C:15]=1[OH:16])[CH2:5][N:7]1[CH2:8][CH:9]=[CH:10][CH2:11][CH2:12]1 |f:1.2.3.4.5.6,8.9,11.12|. Reported procedure: A solution of 1-(3-chloro-4-hydroxybenzoyl)-1,2,3,6-tetrahydropyridine (13.6 g.) in hot, dry tetrahydrofuran (300 ml.) was added slowly to a stirred suspension of lithium aluminium hydride (5.44 g.) in dry tetrahydrofuran (100 ml.). The mixture was heated under reflux for 17 hours and then cooled. Water (5.5 ml.), 15% w/v aqueous sodium hydroxide solution (5.5 ml.) and water (15 ml.) were added successively and the mixture was stirred for 1 hour and then filtered. The filtrate was evaporated and... Reactants: CC1=C(N=C(N1)C1=CC=CC=C1)CC#N (5-methyl-2-phenyl-4-imidazoleacetonitrile), S(O)(O)(=O)=O (sulfuric acid), N (ammonia). The product is O.CC1=C(N=C(N1)C1=CC=CC=C1)CC(=O)N (5-methyl-2-phenyl-4-imidazoleacetamide hydrate). As a reaction SMILES: [CH3:1][C:2]1[NH:6][C:5]([C:7]2[CH:12]=[CH:11][CH:10]=[CH:9][CH:8]=2)=[N:4][C:3]=1[CH2:13][C:14]#[N:15].S(=O)(=O)(O)[OH:17].N>>[OH2:17].[CH3:1][C:2]1[NH:6][C:5]([C:7]2[CH:12]=[CH:11][CH:10]=[CH:9][CH:8]=2)=[N:4][C:3]=1[CH2:13][C:14]([NH2:15])=[O:17] |f:3.4|. Procedure details: A mixture of 9.86 (0.05 mole of 5-methyl-2-phenyl-4-imidazoleacetonitrile and 15 ml of concentrated sulfuric acid is stirred and warmed on a steam bath until solution is complete (about 25 minutes). The warm mixture is poured onto excess ice and basified with a slight excess of concentrated aqueous ammonia. Recrystallization from ethanol (95%)-water affords the product, 5-methyl-2-phenyl-4-imidazoleacetamide hydrate, m.p. 186°-188°C. The melting point can be changed to 202°-4°C by thoroughly gri... The reactants are Cc1ccc([N+](=O)[O-])cc1O, O, O=[N+]([O-])O. Yields the product Cc1cc([N+](=O)[O-])c([N+](=O)[O-])cc1O. As a reaction SMILES: [CH3:5][c:6]1[c:7]([OH:15])[cH:8][c:9]([N+:12](=[O:13])[O-:14])[cH:10][cH:11]1.[OH2:16].[OH:1][N+:2]([O-:3])=[O:4]>>[N+:2]([O-:3])(=[O:4])[c:10]1[c:9]([N+:12](=[O:13])[O-:14])[cH:8][c:7]([OH:15])[c:6]([CH3:5])[cH:11]1. Procedure: 1-(2,3-Dihydrobenzofuran-5-yl)-2-benzyl-2,3,4,9-tetrahydro-1H-β-carboline (prepared as in Example 2) (3.10 g, 8.15 mmol) was dissolved in dry DMF (20 mL). Potassium t-butoxide (2.29 g, 20.38 mmol) was added, followed by oxygen, bubbled in via syringe needle. The solution was stirred for 1.5 h. To the reaction mixture was added a solution of HCl in ether (10 mL, 2M) and the solution dripped into rapidly stirring water. The resulting suspension was stirred overnight. A brown solid was filtered off... The solvent is CN(C)C=O (DMF). Conditions: time 1.5 hour. Yields the product C(C1=CC=CC=C1)N1C(C=2NC=3C=CC=CC3C(C2C1)=O)C=1C=CC2=C(CCO2)C1 (1,2,3,4-Tetrahydro-2-benzyl-3-(2,3-dihydrobenzofuran-5-yl)-9H-pyrrolo-[3,4-b]quinolin-9-one). Reactants: CC(C)([O-])C.[K+] (Potassium t-butoxide), O1CCC2=C1C=CC(=C2)C2N(CCC=1C3=CC=CC=C3NC21)CC2=CC=CC=C2 (1-(2,3-Dihydrobenzofuran-5-yl)-2-benzyl-2,3,4,9-tetrahydro-1H-β-carboline), O=O (oxygen). Reaction SMILES: [O:1]1[C:5]2[CH:6]=[CH:7][C:8]([CH:10]3[C:22]4[NH:21][C:20]5C(=[CH:16][CH:17]=[CH:18][CH:19]=5)C=4C[CH2:12][N:11]3[CH2:23][C:24]3[CH:29]=[CH:28][CH:27]=[CH:26][CH:25]=3)=[CH:9][C:4]=2[CH2:3][CH2:2]1.C[C:31]([CH3:34])([O-:33])[CH3:32].[K+].O=O>CN(C=O)C>[CH2:23]([N:11]1[CH2:12][C:34]2[C:31](=[O:33])[C:32]3[CH:16]=[CH:17][CH:18]=[CH:19][C:20]=3[NH:21][C:22]=2[CH:10]1[C:8]1[CH:7]=[CH:6][C:5]2[O:1][CH2:2][CH2:3][C:4]=2[CH:9]=1)[C:24]1[CH:25]=[CH:26][CH:27]=[CH:28][CH:29]=1 |f:1.2|. Starting materials: C[C@@H]1[C@@H](CC(C1)=O)C(=O)OC (methyl cis-2-methyl-4-oxocyclopentanecarboxylate), [I-].[Na+] (sodium iodide), C[Si](Cl)(C)C (trimethylchlorosilane), O (water). Run in C(C)#N (acetonitrile). Yields the product C[C@@H]1[C@@H](CC(C1)=O)C(=O)O (cis 2-Methyl-4-oxocyclopentanecarboxylic acid). Isolated yield 32.3%. Reaction SMILES: [CH3:1][C@H:2]1[CH2:6][C:5](=[O:7])[CH2:4][C@H:3]1[C:8]([O:10]C)=[O:9].[I-].[Na+].C[Si](C)(C)Cl.O>C(#N)C>[CH3:1][C@H:2]1[CH2:6][C:5](=[O:7])[CH2:4][C@H:3]1[C:8]([OH:10])=[O:9] |f:1.2|. Procedure: In acetonitrile (5 ml) were dissolved methyl cis-2-methyl-4-oxocyclopentanecarboxylate [K. Kojima et al., Chem. Pharm. Bull., 33, 2750 (1985)] (827 mg) and sodium iodide (3.175 g), and trimethylchlorosilane (2.69 ml) was added to the solution at room temperature. The mixture was refluxed under nitrogen atmosphere for one day. After the temperature was cooled to room temperature, water was added and the mixture was extracted with ether, followed by washing with an aqueous solution of sodium thios...